This data is from the Open Reaction Database (ORD), a public repository of structured organic reaction records. The task is: describe an organic reaction: reactants, conditions, products, and yield Reactants: Cl.C(C)OC1=C(C=NC=C1)[N+](=O)[O-] (4-ethoxy-3-nitropyridine hydrochloride), C(C)(=O)[O-].[NH4+] (ammonium acetate). Solvent: C(C)(=O)O (acetic acid). The product is [N+](=O)([O-])C=1C=NC=CC1N (3-nitro-4-aminopyridine). The yield is 79.4%. RXN SMILES: Cl.C(O[C:5]1[CH:10]=[CH:9][N:8]=[CH:7][C:6]=1[N+:11]([O-:13])=[O:12])C.C([O-])(=O)C.[NH4+:18]>C(O)(=O)C>[N+:11]([C:6]1[CH:7]=[N:8][CH:9]=[CH:10][C:5]=1[NH2:18])([O-:13])=[O:12] |f:0.1,2.3|. Procedure: A 22 liter 4-neck flask fitted with a reflux condenser, thermometer and mechanical stirrer was charged with 1300 g (6.35 mol) of 4-ethoxy-3-nitropyridine hydrochloride, 2438 g (31.62 mol) of ammonium acetate and 13 1. of glacial acetic acid. The reaction mixture was refluxed for 3 hours and cooled. The volatiles were evaporated under reduced pressure and the residue was dissolved in 1N hydrochloric acid. The insoluble material was removed by filtration and the pH of the filtrate was adjusted to ... Starting materials: CC1=C(C(NC(=C1)C)=O)CNC(=O)C=1C2=C(N=C(C1)C=O)N(N=C2)C(C)C (N-((4,6-dimethyl-2-oxo-1,2-dihydropyridin-3-yl)methyl)-6-formyl-1-isopropyl-1H-pyrazolo[3,4-b]pyridine-4-carboxamide), OOS(=O)[O-].[K+] (Oxone), CO.C(Cl)Cl (MeOH DCM), O (water). Solvent: CN(C)C=O (DMF). Conditions: time 3 hour. Product: CC1=C(C(NC(=C1)C)=O)CNC(=O)C1=C2C(=NC(=C1)C(=O)O)N(N=C2)C(C)C (4-(((4,6-dimethyl-2-oxo-1,2-dihydropyridin-3-yl)methyl)carbamoyl)-1-isopropyl-1H-pyrazolo[3,4-b]pyridine-6-carboxylic acid). As a reaction SMILES: [CH3:1][C:2]1[CH:7]=[C:6]([CH3:8])[NH:5][C:4](=[O:9])[C:3]=1[CH2:10][NH:11][C:12]([C:14]1[C:15]2[CH:24]=[N:23][N:22]([CH:25]([CH3:27])[CH3:26])[C:16]=2[N:17]=[C:18]([CH:20]=[O:21])[CH:19]=1)=[O:13].[OH:28]OS([O-])=O.[K+].O.CO.C(Cl)Cl>CN(C=O)C>[CH3:1][C:2]1[CH:7]=[C:6]([CH3:8])[NH:5][C:4](=[O:9])[C:3]=1[CH2:10][NH:11][C:12]([C:14]1[CH:19]=[C:18]([C:20]([OH:28])=[O:21])[N:17]=[C:16]2[N:22]([CH:25]([CH3:27])[CH3:26])[N:23]=[CH:24][C:15]=12)=[O:13] |f:1.2,4.5|. Reported procedure: To a stirred solution of N-((4,6-dimethyl-2-oxo-1,2-dihydropyridin-3-yl)methyl)-6-formyl-1-isopropyl-1H-pyrazolo[3,4-b]pyridine-4-carboxamide (0.515 g, 1.40 mmol) in DMF (3 mL), Oxone (0.861 g, 1.40 mmol) was added and stirred it at room temperature for 3 h. On completion of reaction, water was added to it and extraction was carried out using 20% MeOH/DCM. The combined organic layers were washed with water, dried over anhydrous Na2SO4, filtered and concentrated under reduced pressure to afford c... Starting materials: CO, COC(=O)C1CN=Cc2ccc(OC)cc21, Cl, Cl. Product: COC(=O)C1CNCc2ccc(OC)cc21, Cl. Reaction SMILES: [CH3:19][OH:20].[CH3:2][O:3][c:4]1[cH:5][c:6]2[c:11]([cH:12][cH:13]1)[CH:10]=[N:9][CH2:8][CH:7]2[C:14](=[O:15])[O:16][CH3:17].[ClH:18].[ClH:1]>>[CH3:2][O:3][c:4]1[cH:5][c:6]2[c:11]([cH:12][cH:13]1)[CH2:10][NH:9][CH2:8][CH:7]2[C:14](=[O:15])[O:16][CH3:17].[ClH:1]. Reactants: Polyphosphate ester, polyphosphate ester, NC(=O)N (urea), C(CCCC)=O (valeraldehyde), C(CC(=O)C)(=O)N (acetoacetamide), C1CCOC1 (THF), [OH-].[Na+] (NaOH). Reaction conditions: temperature 75 celsius. Product: C(CCCCC)C1NC(NC(=C1C#N)C)=O (4-Hexyl-6-methyl-2-oxo-1,2,3,4-tetrahydropyrimidine-5-carbonitrile). The yield is 97.0%. RXN SMILES: [NH2:1][C:2]([NH2:4])=[O:3].[CH:5](=O)[CH2:6][CH2:7]CC.[C:11]([NH2:17])(=O)[CH2:12][C:13]([CH3:15])=O.[OH-].[Na+].[CH2:20]1[CH2:24]O[CH2:22][CH2:21]1>>[CH2:20]([CH:24]1[C:12]([C:11]#[N:17])=[C:13]([CH3:15])[NH:4][C:2](=[O:3])[NH:1]1)[CH2:21][CH2:22][CH2:5][CH2:6][CH3:7] |f:3.4|. Procedure details: Polyphosphate ester (1.15 g, 3.89 mmol, 0.30 eq) was added to a sealed tube containing a solution of urea (1.17 g, 19.4 mmol), valeraldehyde (1.38 ml, 12.9 mmol) and acetoacetamide (1.31 g, 12.9 mmol) in THF (15 mL) under argon and heated at 75° C. for three hours. The reaction mixture was cooled to room temperature, polyphosphate ester (8.80 g, 29.8 mmol) was added and the reaction mixture was heated at 85° C. for four hours. The reaction mixture was cooled to room temperature and poured on ice... The reactants are CC1=NOC(=C1C(=O)O)C1=CC=CC=C1 (3-methyl-5-phenyl-isoxazole-4-carboxylic acid), CN(C)C=O (DMF), S(=O)(Cl)Cl (thionyl chloride), solution, CN (methylamine). Run in ClCCCl (DCE), C(C)O (ethanol). Conditions: time 2 hour. Yields the product CNC(=O)C=1C(=NOC1C1=CC=CC=C1)C (3-Methyl-5-phenyl-isoxazole-4-carboxylic acid methylamide). RXN SMILES: [CH3:1][C:2]1[C:6]([C:7](O)=[O:8])=[C:5]([C:10]2[CH:15]=[CH:14][CH:13]=[CH:12][CH:11]=2)[O:4][N:3]=1.[CH3:16][N:17](C=O)C.S(Cl)(Cl)=O.CN>ClCCCl.C(O)C>[CH3:16][NH:17][C:7]([C:6]1[C:2]([CH3:1])=[N:3][O:4][C:5]=1[C:10]1[CH:15]=[CH:14][CH:13]=[CH:12][CH:11]=1)=[O:8]. Procedure: To a suspension of 6.0 g (29.6 mmol) of 3-methyl-5-phenyl-isoxazole-4-carboxylic acid in 150 ml DCE is added 0.3 ml of DMF and 2.6 ml (35.5 mmol, 1.2 eq.) of thionyl chloride. The mixture is stirred for 2 h at reflux until a brown solution is formed. The solution is cooled to room temperature and then slowly added to a 8M solution of methylamine in ethanol (18 ml) at 5° C. The suspension is poured onto methylene chloride, washed with sat. NaHCO3-solution, dried over Na2SO4 and concentrated. This... Starting materials: C(C)OC(=O)[C@@H]1OCO[C@H]1C(=O)OCC ((4R,5R)-4,5-bis(ethoxycarbonyl)-1,3-dioxolane), [H-].[Al+3].[Li+].[H-].[H-].[H-] (lithium aluminum hydride), [OH-].[Na+] (sodium hydroxide), O (water), [H-].[Al+3].[Li+].[H-].[H-].[H-] (lithium aluminum hydride). Solvent: O1CCCC1 (tetrahydrofuran), O1CCCC1 (tetrahydrofuran). Yields the product OC[C@@H]1OCO[C@H]1CO ((4S,5S)-4,5-bis(hydroxymethyl)-1,3-dioxolane). RXN SMILES: [H-].[Al+3].[Li+].[H-].[H-].[H-].C([O:9][C:10]([C@H:12]1[C@H:16]([C:17](OCC)=[O:18])[O:15][CH2:14][O:13]1)=O)C.O.[OH-].[Na+]>O1CCCC1>[OH:9][CH2:10][C@H:12]1[C@H:16]([CH2:17][OH:18])[O:15][CH2:14][O:13]1 |f:0.1.2.3.4.5,8.9|. Procedure details: 300 ml of tetrahydrofuran was added dropwise to 43.61 g of lithium aluminum hydride while cooling with ice. To this was added dropwise a solution of 125.3 g of (4R,5R)-4,5-bis(ethoxycarbonyl)-1,3-dioxolane prepared in Example 13 in 200 ml of tetrahydrofuran and reacted while vigorously stirring under cooling with ice. After the addition, the mixture was reacted for one hour while refluxing. Then, water was added drop by drop to hydrolyze lithium aluminum hydride under cooling with ice. After the... Starting materials: CCO, CC1(C)OB(c2cccc3[nH]ncc23)OC1(C)C, Cc1ccccc1, CS(=O)(=O)N1CCN(Cc2cc3nc(Cl)nc(N4CCOCC4)c3s2)CC1, [Na+], [Na+], O=C([O-])[O-], O, Cl[Pd]Cl, c1ccc(P(c2ccccc2)c2ccccc2)cc1, c1ccc(P(c2ccccc2)c2ccccc2)cc1. Product: CS(=O)(=O)N1CCN(Cc2cc3nc(-c4cccc5[nH]ncc45)nc(N4CCOCC4)c3s2)CC1. Reaction SMILES: [CH3:101][CH2:102][OH:103].[CH3:28][C:29]1([CH3:30])[C:31]([CH3:32])([CH3:33])[O:34][B:35]([c:36]2[c:37]3[cH:38][n:39][nH:40][c:41]3[cH:42][cH:43][cH:44]2)[O:45]1.[CH3:46][c:47]1[cH:48][cH:49][cH:50][cH:51][cH:52]1.[Cl:1][c:2]1[n:3][c:4]([N:22]2[CH2:23][CH2:24][O:25][CH2:26][CH2:27]2)[c:5]2[c:6]([n:7]1)[cH:8][c:9]([CH2:11][N:12]1[CH2:13][CH2:14][N:15]([S:18](=[O:19])(=[O:20])[CH3:21])[CH2:16][CH2:17]1)[s:10]2.[Na+:53].[Na+:54].[O-:55][C:56](=[O:57])[O-:58].[OH2:100].[Pd:59]([Cl:60])[Cl:61].[c:62]1([P:63]([c:64]2[cH:65][cH:66][cH:67][cH:68][cH:69]2)[c:70]2[cH:71][cH:72][cH:73][cH:74][cH:75]2)[cH:76][cH:77][cH:78][cH:79][cH:80]1.[c:81]1([P:82]([c:83]2[cH:84][cH:85][cH:86][cH:87][cH:88]2)[c:89]2[cH:90][cH:91][cH:92][cH:93][cH:94]2)[cH:95][cH:96][cH:97][cH:98][cH:99]1>>[c:2]1(-[c:36]2[c:37]3[cH:38][n:39][nH:40][c:41]3[cH:42][cH:43][cH:44]2)[n:3][c:4]([N:22]2[CH2:23][CH2:24][O:25][CH2:26][CH2:27]2)[c:5]2[c:6]([n:7]1)[cH:8][c:9]([CH2:11][N:12]1[CH2:13][CH2:14][N:15]([S:18](=[O:19])(=[O:20])[CH3:21])[CH2:16][CH2:17]1)[s:10]2. Starting materials: CC=1C=CC(=NC1)SC (5-methyl-2-methylsulfanyl-pyridine), NaBO3.4H2O, CC(=O)O (HOAc), [OH-].[Na+] (NaOH). Run at time 5 hour. Yields the product CS(=O)C1=NC=C(C=C1)C (2-methanesulfinyl-5-methyl-pyridine), CS(=O)(=O)C1=NC=C(C=C1)C (2-methanesulfonyl-5-methyl-pyridine). Reaction SMILES: [CH3:1][C:2]1[CH:3]=[CH:4][C:5]([S:8][CH3:9])=[N:6][CH:7]=1.[OH-:10].[Na+].CC(O)=[O:14]>>[CH3:9][S:8]([C:5]1[CH:4]=[CH:3][C:2]([CH3:1])=[CH:7][N:6]=1)=[O:14].[CH3:9][S:8]([C:5]1[CH:4]=[CH:3][C:2]([CH3:1])=[CH:7][N:6]=1)(=[O:14])=[O:10] |f:1.2|. Procedure: To a solution of 0.69 g 5-methyl-2-methylsulfanyl-pyridine in 15 mL HOAc was added NaBO3.4H2O (1.92 g). This mixture was stirred at room temperature for 5 hours. The reaction mixture was then poured into ice. NaOH (10 M) was used to adjust the pH to 7. The mixture was extracted with ethyl acetate. The organic phase was dried over sodium sulphate and concentrated in vacuo. The residue was purified by flash chromatography (silica, heptane/ethyl acetate) to yield 0.51 g of 2-methanesulfinyl-5-methy... The reactants are CC(C)(CCC=CC(=C)C)O (2,7-dimethyl-5,7-octadien-2-ol), CI (methyl iodide), suspension, [H-].[Na+] (sodium hydride), C1=CC=CC=C1 (benzene). Run in O (water), paraffin. Product: COC(C)(CCC=CC(=C)C)C (2-methoxy-2,7-dimethyl-5,7-octadiene). Reaction SMILES: [H-].[Na+].[CH:3]1C=CC=CC=1.[CH3:9][C:10]([OH:19])([CH2:12][CH2:13][CH:14]=[CH:15][C:16]([CH3:18])=[CH2:17])[CH3:11].CI>O>[CH3:3][O:19][C:10]([CH3:9])([CH2:12][CH2:13][CH:14]=[CH:15][C:16]([CH3:18])=[CH2:17])[CH3:11] |f:0.1|. Procedure: 4.8 g (0.11 mol) of a 50% suspension of sodium hydride in paraffin oil are mixed with 120 ml of benzene in a three-necked flask provided with a thermometer, stirrer, reflux condenser and dropping funnel. 16.9 g of 2,7-dimethyl-5,7-octadien-2-ol are slowly added dropwise thereto. The reaction is completed by heating the mixture at reflux for 2 hours. 28 g (0.2 mol) of methyl iodide are then added dropwise at 30° C. After completion of the addition, the mixture is heated at reflux for 2 hours. Aft...